Dataset: the Open Reaction Database (ORD), a public repository of structured organic reaction records. Task: describe an organic reaction: reactants, conditions, products, and yield The reactants are CN, C[NH-], Cl, C1CCOC1, CC(CCCc1ccccc1)Oc1cc(O)c2c(c1)CC(C)(C)CC2C(=O)Oc1ccc([N+](=O)[O-])cc1, CNC(=O)C1CC(C)(C)Cc2cc(OC(C)CCCc3ccccc3)cc(O)c21. Product: CC(CCCc1ccccc1)Oc1cc(O)c2c(c1)CC(C)(C)CC2C(N)=O. RXN SMILES: [CH3:38][NH2:39].[CH3:41][NH-:42].[ClH:40].[O:72]1[CH2:73][CH2:74][CH2:75][CH2:76]1.[OH:1][c:2]1[cH:3][c:4]([O:5][CH:6]([CH2:7][CH2:8][CH2:9][c:10]2[cH:11][cH:12][cH:13][cH:14][cH:15]2)[CH3:16])[cH:17][c:18]2[c:19]1[CH:20]([C:21]([O:22][c:23]1[cH:24][cH:25][c:26]([N+:27]([O-:28])=[O:29])[cH:30][cH:31]1)=[O:32])[CH2:33][C:34]([CH3:35])([CH3:36])[CH2:37]2.[OH:43][c:44]1[cH:45][c:46]([O:60][CH:61]([CH3:62])[CH2:63][CH2:64][CH2:65][c:66]2[cH:67][cH:68][cH:69][cH:70][cH:71]2)[cH:47][c:48]2[c:53]1[CH:52]([C:54](=[O:55])[NH:56][CH3:57])[CH2:51][C:50]([CH3:58])([CH3:59])[CH2:49]2>>[OH:43][c:44]1[cH:45][c:46]([O:60][CH:61]([CH3:62])[CH2:63][CH2:64][CH2:65][c:66]2[cH:67][cH:68][cH:69][cH:70][cH:71]2)[cH:47][c:48]2[c:53]1[CH:52]([C:54](=[O:55])[NH2:56])[CH2:51][C:50]([CH3:58])([CH3:59])[CH2:49]2. The reactants are 14, C(C1=CC=CC=C1)(=O)C=1C=CC(=C(C1)NC(=S)NCCCO)Cl (N-(5-benzoyl-2-chlorophenyl)-N'-(3-hydroxypropyl)thiourea), [H-].[Na+] (sodium hydride). The solvent is CN(C(C)=O)C (N,N-dimethylacetamide). Conditions: temperature 130 celsius. Product: OCCCNC=1SC2=C(N1)C=C(C=C2)C(=O)C2=CC=CC=C2 ({2-[(3-hydroxypropyl)amino]-5-benzothiazolyl}phenylmethanone). Reaction SMILES: [C:1]([C:9]1[CH:10]=[CH:11][C:12](Cl)=[C:13]([NH:15][C:16]([NH:18][CH2:19][CH2:20][CH2:21][OH:22])=[S:17])[CH:14]=1)(=[O:8])[C:2]1[CH:7]=[CH:6][CH:5]=[CH:4][CH:3]=1.[H-].[Na+]>CN(C)C(=O)C>[OH:22][CH2:21][CH2:20][CH2:19][NH:18][C:16]1[S:17][C:12]2[CH:11]=[CH:10][C:9]([C:1]([C:2]3[CH:7]=[CH:6][CH:5]=[CH:4][CH:3]=3)=[O:8])=[CH:14][C:13]=2[N:15]=1 |f:1.2|. Reported procedure: A mixture of 14 parts of N-(5-benzoyl-2-chlorophenyl)-N'-(3-hydroxypropyl)thiourea, 5 parts of sodium hydride dispersion 75% and 180 parts of N,N-dimethylacetamide is stirred and heated quickly to 130° C. The reaction mixture is cooled and poured onto water. The precipitated product is filtered off and crystallized from ethanol, yielding 1.8 parts of {2-[(3-hydroxypropyl)amino]-5-benzothiazolyl}phenylmethanone; mp. 162° C.